describe an organic reaction: reactants, conditions, products, and yield From a dataset of the Open Reaction Database (ORD), a public repository of structured organic reaction records. Starting materials: C(=O)(O)CC1=CC=C(COC=2C=C(C(=O)N)C=CC2)C=C1 (3-(4-carboxymethylbenzyloxy)benzamide), [OH-].[Na+] (sodium hydroxide), CO (methanol), Cl (HCl). Run at temperature 40 celsius. Yields the product C(=O)(O)C1=CC=C(COC=2C=C(C(=O)N)C=CC2)C=C1 (3-(4-Carboxybenzyloxy)benzamide). As a reaction SMILES: C([CH2:4][C:5]1[CH:21]=[CH:20][C:8]([CH2:9][O:10][C:11]2[CH:12]=[C:13]([CH:17]=[CH:18][CH:19]=2)[C:14]([NH2:16])=[O:15])=[CH:7][CH:6]=1)(O)=O.[OH-:22].[Na+].Cl.C[OH:26]>>[C:4]([C:5]1[CH:21]=[CH:20][C:8]([CH2:9][O:10][C:11]2[CH:12]=[C:13]([CH:17]=[CH:18][CH:19]=2)[C:14]([NH2:16])=[O:15])=[CH:7][CH:6]=1)([OH:26])=[O:22] |f:1.2|. Reported procedure: To 3-(4-carboxymethylbenzyloxy)benzamide (Compound NU1041) (0.03 g; 0.1 mmol) was added methanol (3 ml) and aqueous sodium hydroxide (1M; 3 ml). This was warmed to 40° C., and the reaction monitored. Upon the disappearance of the starting material the solution was acidified (aqueous HCl dropwise), and extracted into ethyl acetate (3×30 ml). The organics were pooled, dried over magnesium sulphate, and the solvent removed under reduced pressure. This yielded a white crystalline solid. Reactants: [Al+3], [Cl-], [Cl-], [Cl-], O=[N+]([O-])c1ccccc1, O=C1OC(=O)c2ccccc21, O, c1ccsc1. The product is O=C(O)c1ccccc1C(=O)c1cccs1. As a reaction SMILES: [Al+3:13].[Cl-:12].[Cl-:14].[Cl-:15].[O-:22][N+:23]([c:24]1[cH:25][cH:26][cH:27][cH:28][cH:29]1)=[O:30].[O:1]=[C:2]1[O:3][C:4](=[O:5])[c:6]2[cH:7][cH:8][cH:9][cH:10][c:11]21.[OH2:21].[cH:16]1[cH:17][cH:18][s:19][cH:20]1>>[O:1]=[C:2]([OH:3])[c:11]1[c:6]([C:4](=[O:5])[c:18]2[cH:17][cH:16][cH:20][s:19]2)[cH:7][cH:8][cH:9][cH:10]1. Starting materials: C1CCOC1 (THF), [Cl-].COCP(C1=CC=CC=C1)(C1=CC=CC=C1)C1=CC=CC=C1 (methoxymethyltriphenylphosphine chloride), C1CCOC1 (THF), FC(C1=CC=C(C=O)C=C1)(F)F (4-trifluoromethylbenzaldehyde), CC(C)([O-])C.[K+] (potassium-t-butoxide). The solvent is O (water). Reaction conditions: time 3 hour. Product: FC(C1=CC=C(C=C1)C=COC)(F)F (1-trifluoromethyl-4-(2-methoxyvinyl)benzene). The yield is 33.6%. RXN SMILES: [CH2:1]1[CH2:5][O:4][CH2:3][CH2:2]1.[Cl-].COCP(C1C=CC=CC=1)(C1C=CC=CC=1)C1C=CC=CC=1.CC(C)([O-])C.[K+].[F:35][C:36]([F:46])([F:45])[C:37]1[CH:44]=[CH:43]C(C=O)=[CH:39][CH:38]=1>O>[F:35][C:36]([F:46])([F:45])[C:37]1[CH:44]=[CH:43][C:2]([CH:1]=[CH:5][O:4][CH3:3])=[CH:39][CH:38]=1 |f:1.2,3.4|. Procedure: THF (1 l) was added to methoxymethyltriphenylphosphine chloride (128 g, 370 mmol), followed by adding to the mixture, potassium-t-butoxide (41.5 g, 370 mmol) at 0° C., stirring the mixture at the same temperature for 3 hours, dropwise adding to the reaction solution, a 500 ml THF solution of commercially available 4-trifluoromethylbenzaldehyde (50.0 g, 287 mmol), stirring the mixture at the same temperature for one hour, stirring it at room temperature for 3 hours, adding water (1.5 l) to the re... Reactants: NC1=CC=C(C=C1)[C@H](C(=O)OC)C (methyl (2R)-2-(4-aminophenyl)propanoate), C1(=CC=CC=C1)C (toluene), [O-]C#N.[Na+] (sodium cyanate). Yields the product C(N)(=O)NC1=CC=C(C=C1)[C@H](C(=O)OC)C (methyl (2R)-2-[4-(carbamoylamino)phenyl]propanoate). Yield: 55.0%. RXN SMILES: [NH2:1][C:2]1[CH:7]=[CH:6][C:5]([C@@H:8]([CH3:13])[C:9]([O:11][CH3:12])=[O:10])=[CH:4][CH:3]=1.C1(C)C=CC=CC=1.[O-:21][C:22]#[N:23].[Na+]>>[C:22]([NH:1][C:2]1[CH:3]=[CH:4][C:5]([C@@H:8]([CH3:13])[C:9]([O:11][CH3:12])=[O:10])=[CH:6][CH:7]=1)(=[O:21])[NH2:23] |f:2.3|. Reported procedure: To a solution of methyl (2R)-2-(4-aminophenyl)propanoate (3.0 g, 18.1 mmol) in toluene (50 ml) conc. H2SO4 (0.47 ml, 50 mmol) was slowly added. Then sodium cyanate (1.88 g, 28 mmol) was added to the suspension and the reaction mixture refluxed for 24 h. After cooling at room temperature, the mixture was washed with a saturated aqueous solution of NH4Cl (2×30 ml), dried over anhydrous Na2SO4 and evaporated under vacuum to give a crude that, after purification by flash chromatography (n-hexane/EtO... Reactants: C1=CC=C(C=C1)P(C2=CC=CC=C2)C3=C(C4=CC=CC=C4C=C3)C5=C(C=CC6=CC=CC=C65)P(C7=CC=CC=C7)C8=CC=CC=C8 ((R)-(+)-2,2′-Bis(diphenylphosphino)-1,1′-binaphthyl), CC(C)([O-])C.[Na+] (sodium tert-butoxide), BrC1=C(C=C(C2=C1C=C(O2)C(C)(C)C)C#N)C2=CC=CC=C2 (4-Bromo-2-tert-butyl-7-cyano-5-phenyl-1-benzofuran), CN([C@@H]1CNCC1)C ((3S)-3-(dimethylamino)pyrrolidine). The reagents and catalysts are C(C)(=O)[O-].[Pd+2].C(C)(=O)[O-] (palladium(II) acetate). Solvent: C1(=CC=CC=C1)C (toluene), O (Water), C1(=CC=CC=C1)C (toluene). Reaction conditions: time 1 minute. Product: C(C)(C)(C)C=1OC2=C(C1)C(=C(C=C2C#N)C2=CC=CC=C2)N2C[C@H](CC2)N(C)C (2-tert-Butyl-4-[(3S)-3-(dimethylamino)pyrrolidin-1-yl]-5-phenyl-1-benzofuran-7-carbonitrile). Isolated yield 32.9%. As a reaction SMILES: C1C=CC(P(C2C=CC3C(=CC=CC=3)C=2C2C3C(=CC=CC=3)C=CC=2P(C2C=CC=CC=2)C2C=CC=CC=2)C2C=CC=CC=2)=CC=1.Br[C:48]1[C:53]2[CH:54]=[C:55]([C:57]([CH3:60])([CH3:59])[CH3:58])[O:56][C:52]=2[C:51]([C:61]#[N:62])=[CH:50][C:49]=1[C:63]1[CH:68]=[CH:67][CH:66]=[CH:65][CH:64]=1.[CH3:69][N:70]([CH3:76])[C@H:71]1[CH2:75][CH2:74][NH:73][CH2:72]1.CC(C)([O-])C.[Na+]>C1(C)C=CC=CC=1.C([O-])(=O)C.[Pd+2].C([O-])(=O)C.O>[C:57]([C:55]1[O:56][C:52]2[C:51]([C:61]#[N:62])=[CH:50][C:49]([C:63]3[CH:68]=[CH:67][CH:66]=[CH:65][CH:64]=3)=[C:48]([N:73]3[CH2:74][CH2:75][C@H:71]([N:70]([CH3:76])[CH3:69])[CH2:72]3)[C:53]=2[CH:54]=1)([CH3:60])([CH3:59])[CH3:58] |f:3.4,6.7.8|. Reported procedure: (R)-(+)-2,2′-Bis(diphenylphosphino)-1,1′-binaphthyl (65.9 mg, 106 μmol) was dissolved under heat in toluene (1.5 ml), then cooled to room temperature, and palladium(II) acetate (15.8 mg, 70.6 μmol) was added, followed by stirring for 1 minute. 4-Bromo-2-tert-butyl-7-cyano-5-phenyl-1-benzofuran (I-258) (500 mg, 1.41 mmol), (3S)-3-(dimethylamino)pyrrolidine (215 μl, 1.69 mmol), sodium tert-butoxide (190 mg, 1.98 mmol) and toluene (1.5 ml) were successively put into it, followed by stirring at 80° ...